Dataset: the Open Reaction Database (ORD), a public repository of structured organic reaction records. Task: describe an organic reaction: reactants, conditions, products, and yield Reactants: O=P12OP3(=O)OP(=O)(O1)OP(=O)(O2)O3 (phosphorus pentoxide), [OH-].[Na+] (sodium hydroxide), C1CCCS1(=O)=O (tetramethylene sulfone), C(=O)(O)C1=C(COC2=CC=C(C=C2)CC(=O)O)C=CC=C1 (4-(2-carboxybenzyloxy)phenylacetic acid). The solvent is C(C)O (ethanol). Reaction conditions: time 1 hour. Product: O=C1C2=C(OCC3=C1C=CC=C3)C=CC(=C2)CC(=O)O (6,11-dihydro-11-oxodibenz[b,e]oxepin-2-acetic acid). RXN SMILES: O=P12OP3(OP(OP(O3)(O1)=O)(=O)O2)=O.C1S(=O)(=O)CCC1.[C:22]([C:25]1[CH:42]=[CH:41][CH:40]=[CH:39][C:26]=1[CH2:27][O:28][C:29]1[CH:34]=[CH:33][C:32]([CH2:35][C:36]([OH:38])=[O:37])=[CH:31][CH:30]=1)([OH:24])=O.[OH-].[Na+]>C(O)C>[O:24]=[C:22]1[C:25]2[CH:42]=[CH:41][CH:40]=[CH:39][C:26]=2[CH2:27][O:28][C:29]2[CH:34]=[CH:33][C:32]([CH2:35][C:36]([OH:38])=[O:37])=[CH:31][C:30]1=2 |f:3.4|. Procedure: To 49 ml. of absolute ethanol is added with vigorous stirring, 81 g. of phosphorus pentoxide. After addition, the mixture is allowed to stir at 95°-100° C. for 1 hour, 400 ml. of tetramethylene sulfone are added, and the temperature is adjusted to 86°-90° C. Then, 38.5 g. of 4-(2-carboxybenzyloxy)phenylacetic acid are added, the mixture is stirred for 4 hours and poured onto ice water. The aqueous mixture is made basic with sodium hydroxide and extracted with toluene. Cooling of the aqueous laye... The reactants are BrC1=NNC=C1 (3-bromo-1H-pyrazole), O=C1NCCCN2C1=CC=1C=CC(=CC21)C(=O)NC2=CC(=CC=C2)B2OC(C(O2)(C)C)(C)C (1-oxo-N-[3-(4,4,5,5-tetramethyl-1,3,2-dioxaborolan-2-yl)phenyl]-2,3,4,5-tetrahydro-1H-[1,4]diazepino[1,2-a]indole-8-carboxamide), [O-]P(=O)([O-])[O-].[K+].[K+].[K+] (K3PO4). The reagents and catalysts are C1=CC=C(C=C1)P([C-]2C=CC=C2)C3=CC=CC=C3.C1=CC=C(C=C1)P([C-]2C=CC=C2)C3=CC=CC=C3.Cl[Pd]Cl.[Fe+2].C(Cl)Cl (Pd(dppf)Cl2 CH2Cl2). Solvent: COCCOC.O.C(C)O (DME H2O ethanol). Run at temperature 150 celsius. Product: O=C1NCCCN2C1=CC=1C=CC(=CC21)C(=O)NC2=CC(=CC=C2)C2=NNC=C2 (1-oxo-N-[3-(1H-pyrazol-3-yl)phenyl]-2,3,4,5-tetrahydro-1H-[1,4]diazepino[1,2-a]indole-8-carboxamide). As a reaction SMILES: [O:1]=[C:2]1[C:8]2=[CH:9][C:10]3[CH:11]=[CH:12][C:13]([C:16]([NH:18][C:19]4[CH:24]=[CH:23][CH:22]=[C:21](B5OC(C)(C)C(C)(C)O5)[CH:20]=4)=[O:17])=[CH:14][C:15]=3[N:7]2[CH2:6][CH2:5][CH2:4][NH:3]1.[O-]P([O-])([O-])=O.[K+].[K+].[K+].Br[C:43]1[CH:47]=[CH:46][NH:45][N:44]=1>COCCOC.O.C(O)C.C1C=CC(P(C2C=CC=CC=2)[C-]2C=CC=C2)=CC=1.C1C=CC(P(C2C=CC=CC=2)[C-]2C=CC=C2)=CC=1.Cl[Pd]Cl.[Fe+2].C(Cl)Cl>[O:1]=[C:2]1[C:8]2=[CH:9][C:10]3[CH:11]=[CH:12][C:13]([C:16]([NH:18][C:19]4[CH:24]=[CH:23][CH:22]=[C:21]([C:43]5[CH:47]=[CH:46][NH:45][N:44]=5)[CH:20]=4)=[O:17])=[CH:14][C:15]=3[N:7]2[CH2:6][CH2:5][CH2:4][NH:3]1 |f:1.2.3.4,6.7.8,9.10.11.12.13|. Procedure: To a solution of 1-oxo-N-[3-(4,4,5,5-tetramethyl-1,3,2-dioxaborolan-2-yl)phenyl]-2,3,4,5-tetrahydro-1H-[1,4]diazepino[1,2-a]indole-8-carboxamide in DME:H2O:ethanol (7:3:2 v/v/v, 2.0 mL) is added K3PO4 (34.3 mg, 0.162 mmol) and Pd(dppf)Cl2 CH2Cl2 adduct (11 mg, 0.0135 mmol). The solution is added to a microwave vial containing 3-bromo-1H-pyrazole (29.8 mg, 0.15 mmol). The resulting mixture is heated in a microwave reactor at 150° C. for 30 minutes. The mixture is filtered through Celite (100 mg) ... Starting materials: FC1=CC=C(C=C1)C=1OC2=C(C1C(=O)NC)C=C(C(=C2)[N+](=O)[O-])OC(C)C (2-(4-fluorophenyl)-5-isopropoxy-N-methyl-6-nitrobenzofuran-3-carboxamide), ClB(Cl)Cl (trichloroborane). Solvent: C(Cl)Cl (CH2Cl2). Conditions: time 17 hour. Product: FC1=CC=C(C=C1)C=1OC2=C(C1C(=O)NC)C=C(C(=C2)[N+](=O)[O-])O (2-(4-Fluorophenyl)-5-hydroxy-N-methyl-6-nitrobenzofuran-3-carboxamide). As a reaction SMILES: [F:1][C:2]1[CH:7]=[CH:6][C:5]([C:8]2[O:9][C:10]3[CH:20]=[C:19]([N+:21]([O-:23])=[O:22])[C:18]([O:24]C(C)C)=[CH:17][C:11]=3[C:12]=2[C:13]([NH:15][CH3:16])=[O:14])=[CH:4][CH:3]=1.ClB(Cl)Cl>C(Cl)Cl>[F:1][C:2]1[CH:3]=[CH:4][C:5]([C:8]2[O:9][C:10]3[CH:20]=[C:19]([N+:21]([O-:23])=[O:22])[C:18]([OH:24])=[CH:17][C:11]=3[C:12]=2[C:13]([NH:15][CH3:16])=[O:14])=[CH:6][CH:7]=1. Procedure details: To a mixture of 2-(4-fluorophenyl)-5-isopropoxy-N-methyl-6-nitrobenzofuran-3-carboxamide (210.5 mg, 0.565 mmol) in CH2Cl2 (14 mL) at 0° C. under N2 was added trichloroborane (1.70 mL, 1.7 mmol) (1M solution in CH2Cl2). The mixture was then stirred at r.t. for 17 hr. The mixture was evaporated. The reddish orange residue was added 7 ml H2O, and then 3.5 ml 1N HCl, and left standing until the solid turned yellow. The yellow solid product was then filtered and washed with 3×3 ml H2O and dried (182 ... The reactants are [H-].[Na+] (sodium hydride), ice water, Cl (hydrochloric acid), ClS(=O)(=O)NC(OC1=CC=CC=C1)=O (phenyl N-chlorosulfonylcarbamate), CN(S(=O)(=O)NOC)C (N,N-dimethyl-N'-methoxysulfamide). The solvent is C1CCOC1 (THF), C1CCOC1 (THF), CCCCCC (n-hexane), C1CCOC1 (THF). Conditions: time 1 hour. Yields the product CN(S(=O)(=O)N(OC)S(=O)(=O)NC(OC1=CC=CC=C1)=O)C (phenyl N-[(N-dimethylsulfamoyl-N-methoxyamino)sulfonyl]carbamate). The yield is 95.3%. As a reaction SMILES: [H-].[Na+].[CH3:3][N:4]([CH3:11])[S:5]([NH:8][O:9][CH3:10])(=[O:7])=[O:6].Cl[S:13]([NH:16][C:17](=[O:25])[O:18][C:19]1[CH:24]=[CH:23][CH:22]=[CH:21][CH:20]=1)(=[O:15])=[O:14].Cl>CCCCCC.C1COCC1>[CH3:3][N:4]([CH3:11])[S:5]([N:8]([S:13]([NH:16][C:17](=[O:25])[O:18][C:19]1[CH:24]=[CH:23][CH:22]=[CH:21][CH:20]=1)(=[O:14])=[O:15])[O:9][CH3:10])(=[O:7])=[O:6] |f:0.1|. Procedure: 2.69 g (61.5 mmol) of 55% sodium hydride was washed with n-hexane and then suspended in 100 ml of dry THF. Then, 4.62 g (30 mmol) of N,N-dimethyl-N'-methoxysulfamide dissolved in 20 ml of THF was dropwise added thereto under cooling with ice. The mixture is heated to room temperature and then stirred at room temperature for one hour. Then, this reaction mixture was again cooled with ice, and 7.07 g (30 mmol) of phenyl N-chlorosulfonylcarbamate dissolved in 30 ml of dry THF was dropwise added the...